describe an organic reaction: reactants, conditions, products, and yield From a dataset of the Open Reaction Database (ORD), a public repository of structured organic reaction records. The reactants are CCn1cc(C(=O)O)c(=O)c2cc(F)c(F)c(F)c21, C1CC2(CCNC2)CN1, CC#N. Yields the product CCn1cc(C(=O)O)c(=O)c2cc(F)c(N3CCC4(CCNC4)C3)c(F)c21. Reaction SMILES: [CH2:1]([CH3:2])[n:3]1[cH:4][c:5]([C:17](=[O:18])[OH:19])[c:6](=[O:16])[c:7]2[cH:8][c:9]([F:15])[c:10]([F:14])[c:11]([F:13])[c:12]12.[CH2:20]1[NH:21][CH2:22][CH2:23][C:24]12[CH2:25][NH:26][CH2:27][CH2:28]2.[CH3:29][C:30]#[N:31]>>[CH2:1]([CH3:2])[n:3]1[cH:4][c:5]([C:17](=[O:18])[OH:19])[c:6](=[O:16])[c:7]2[cH:8][c:9]([F:15])[c:10]([N:21]3[CH2:20][C:24]4([CH2:23][CH2:22]3)[CH2:25][NH:26][CH2:27][CH2:28]4)[c:11]([F:13])[c:12]12. Starting materials: C(C)(C)(C)OC(NCC#CC1=CC=C(C=C1)C1S(N=C(OC1(C)C)N[C@@H](CCO[Si](C)(C)C(C)(C)C)C1=C(C=CC=C1)F)(=O)=O)=O ([3-(4-{2-[(S)-3-(tert-Butyldimethylsilanyloxy)-1-(2-fluorophenyl)propylamino]-6,6-dimethyl-4,4-dioxo-5,6-dihydro-4H-4lambda*6*-[1,4,3]oxathiazin-5-yl}phenyl)prop-2-ynyl]carbamic acid tert-butyl ester), [H][H] (hydrogen). The reagents and catalysts are [Pd] (palladium on charcoal). The solvent is CO (methanol). Yields the product C(C)(C)(C)OC(NCCCC1=CC=C(C=C1)C1S(N=C(OC1(C)C)N[C@@H](CCO[Si](C)(C)C(C)(C)C)C1=C(C=CC=C1)F)(=O)=O)=O ([3-(4-{2-[(S)-3-(tert-Butyldimethylsilanyloxy)-1-(2-fluorophenyl)propylamino]-6,6-dimethyl-4,4-dioxo-5,6-dihydro-4H-4lambda*6*-[1,4,3]oxathiazin-5-yl}phenyl)propyl]carbamic acid tert-butyl ester). Isolated yield 54.7%. As a reaction SMILES: [C:1]([O:5][C:6](=[O:46])[NH:7][CH2:8][C:9]#[C:10][C:11]1[CH:16]=[CH:15][C:14]([CH:17]2[C:22]([CH3:24])([CH3:23])[O:21][C:20]([NH:25][C@H:26]([C:37]3[CH:42]=[CH:41][CH:40]=[CH:39][C:38]=3[F:43])[CH2:27][CH2:28][O:29][Si:30]([C:33]([CH3:36])([CH3:35])[CH3:34])([CH3:32])[CH3:31])=[N:19][S:18]2(=[O:45])=[O:44])=[CH:13][CH:12]=1)([CH3:4])([CH3:3])[CH3:2].[H][H]>CO.[Pd]>[C:1]([O:5][C:6](=[O:46])[NH:7][CH2:8][CH2:9][CH2:10][C:11]1[CH:16]=[CH:15][C:14]([CH:17]2[C:22]([CH3:24])([CH3:23])[O:21][C:20]([NH:25][C@H:26]([C:37]3[CH:42]=[CH:41][CH:40]=[CH:39][C:38]=3[F:43])[CH2:27][CH2:28][O:29][Si:30]([C:33]([CH3:34])([CH3:35])[CH3:36])([CH3:32])[CH3:31])=[N:19][S:18]2(=[O:44])=[O:45])=[CH:13][CH:12]=1)([CH3:2])([CH3:3])[CH3:4]. Procedure: To a solution of [3-(4-{2-[(S)-3-(tert-Butyldimethylsilanyloxy)-1-(2-fluorophenyl)propylamino]-6,6-dimethyl-4,4-dioxo-5,6-dihydro-4H-4lambda*6*-[1,4,3]oxathiazin-5-yl}phenyl)prop-2-ynyl]carbamic acid tert-butyl ester (89 mg) in methanol (25 ml) was added palladium on charcoal (5%, 25 mg), and the solution was stirred in a hydrogen atmosphere for 1 h. The mixture was filtered and the filtrate was concentrated. This was followed by purification by column chromatography (ethyl acetate/heptane). Thi...